This data is from the Open Reaction Database (ORD), a public repository of structured organic reaction records. The task is: describe an organic reaction: reactants, conditions, products, and yield Starting materials: ClC1C=2C=CC=CC2C=2NC(C(NC21)=O)=O (9-Chloro-9H-indeno[1,2-b]pyrazine-2,3(1H, 4H)-dione), N1CCOCC1 (Morpholine). Run in O1CCCC1 (tetrahydrofuran), O1CCCC1 (tetrahydrofuran). Reaction conditions: time 20 hour. Yields the product O1CCN(CC1)C1C=2C=CC=CC2C=2NC(C(NC21)=O)=O (9-Morpholino-9H-indeno[1,2-b]pyrazine-2,3(1H,4H)-dione). Yield: 42.3%. RXN SMILES: Cl[CH:2]1[C:14]2[NH:13][C:12](=[O:15])[C:11](=[O:16])[NH:10][C:9]=2[C:8]2[CH:7]=[CH:6][CH:5]=[CH:4][C:3]1=2.[NH:17]1[CH2:22][CH2:21][O:20][CH2:19][CH2:18]1>O1CCCC1>[O:20]1[CH2:21][CH2:22][N:17]([CH:2]2[C:14]3[NH:13][C:12](=[O:15])[C:11](=[O:16])[NH:10][C:9]=3[C:8]3[CH:7]=[CH:6][CH:5]=[CH:4][C:3]2=3)[CH2:18][CH2:19]1. Procedure details: 9-Chloro-9H-indeno[1,2-b]pyrazine-2,3(1H, 4H)-dione (0.50 g, 2.13 mmol) was suspended in 5 ml of dry tetrahydrofuran, while cooling in an ice bath. Morpholine(0.37 ml, 4.27 mmol) dissolved in 2 ml of dry tetrahydrofuran was added over 2 min. After 1 hour the ice bath was removed and stirring was continued for 20 hours at room temperature. The precipitate was filtered off and washed with tetrahydrofuran, 10% acetic acid, water and dried to give 0.365 g of the crude product. Recrystallization from...